From a dataset of the Open Reaction Database (ORD), a public repository of structured organic reaction records. describe an organic reaction: reactants, conditions, products, and yield RXN SMILES: [CH2:1]([O:3][C:4]1[CH:14]=[C:13]([CH2:15][C:16]#[N:17])[CH:12]=[CH:11][C:5]=1[C:6]([O:8][CH2:9][CH3:10])=[O:7])[CH3:2].[CH:18]1([CH2:24][CH:25](O)[C:26]2[CH:31]=[CH:30][CH:29]=[CH:28][C:27]=2[N:32]2[CH2:37][CH2:36][CH2:35][CH2:34][CH2:33]2)[CH2:23][CH2:22][CH2:21][CH2:20][CH2:19]1.S(=O)(=O)(O)[OH:40]>ClC1C=CC=CC=1Cl>[CH2:1]([O:3][C:4]1[CH:14]=[C:13]([CH2:15][C:16]([NH:17][CH:25]([CH2:24][CH:18]2[CH2:23][CH2:22][CH2:21][CH2:20][CH2:19]2)[C:26]2[CH:31]=[CH:30][CH:29]=[CH:28][C:27]=2[N:32]2[CH2:37][CH2:36][CH2:35][CH2:34][CH2:33]2)=[O:40])[CH:12]=[CH:11][C:5]=1[C:6]([O:8][CH2:9][CH3:10])=[O:7])[CH3:2]. Procedure details: At 23°-25° C., a solution of ethyl 2-ethoxy-4-cyanomethyl-benzoate (2.35 g, 10 mmol) and α-cyclohexylmethyl-2-piperidino-benzyl alcohol (2.88 g, 10 mmol) in o-dichlorobenzene (15 ml) is added dropwise to a mixture of concentrated sulphuric acid (15 ml) and o-dichlorobenzene (15 ml). The mixture is stirred for 2 hours at ambient temperature. The o-dichlorobenzene phase is then separated off and the residue is added to ice. After being made alkaline with soda solution, it is extracted with chlorof... Reactants: C(C)OC1=C(C(=O)OCC)C=CC(=C1)CC#N (ethyl 2-ethoxy-4-cyanomethyl-benzoate), C1(CCCCC1)CC(C1=C(C=CC=C1)N1CCCCC1)O (α-cyclohexylmethyl-2-piperidino-benzyl alcohol), S(O)(O)(=O)=O (sulphuric acid). Solvent: ClC1=C(C=CC=C1)Cl (o-dichlorobenzene), ClC1=C(C=CC=C1)Cl (o-dichlorobenzene). Reaction conditions: time 2 hour. The product is C(C)OC1=C(C(=O)OCC)C=CC(=C1)CC(=O)NC(C1=C(C=CC=C1)N1CCCCC1)CC1CCCCC1 (Ethyl 2-ethoxy-4-[N-(α-cyclohexylmethyl-2-piperidino-benzyl)-aminocarbonylmethyl]-benzoate). Reactants: solution, S(=O)(O)[O-].[Na+] (sodium hydrogen sulfite), N(=O)[O-].[Na+] (sodium nitrite), Cl.FC(OC1=C(N)C=C(C=C1)OC(F)F)F (2.5-bis(difluoromethoxy)aniline hydrochloride), solution, S(=O)(O)[O-].[Na+] (sodium hydrogen sulfite), resultant solution, diazonium salt. The reagents and catalysts are O.O.O.O.O.S(=O)(=O)([O-])[O-].[Cu+2] (copper sulfate pentahydrate). The solvent is Cl (hydrochloric acid), O (water), Cl (hydrochloric acid), O (water). Run at temperature 0 celsius, time 2 hour. Yields the product FC(OC1=C(C=C(C=C1)OC(F)F)S(=O)(=O)Cl)F (2.5-bis(difluoromethoxy)-phenyl sulfonyl chloride). As a reaction SMILES: [S:1]([O-:4])(O)=[O:2].[Na+].N([O-])=O.[Na+].[ClH:10].[F:11][CH:12]([F:25])[O:13][C:14]1[CH:20]=[CH:19][C:18]([O:21][CH:22]([F:24])[F:23])=[CH:17][C:15]=1N>Cl.O.O.O.O.O.O.S([O-])([O-])(=O)=O.[Cu+2]>[F:11][CH:12]([F:25])[O:13][C:14]1[CH:20]=[CH:19][C:18]([O:21][CH:22]([F:24])[F:23])=[CH:17][C:15]=1[S:1]([Cl:10])(=[O:4])=[O:2] |f:0.1,2.3,4.5,8.9.10.11.12.13.14|. Procedure: While cooling at 0° C., 21 ml of a 40% solution of sodium hydrogen sulfite are added dropwise to a solution of 3.0 g of copper sulfate pentahydrate in 90 ml of 32% hydrochloric acid. To the resultant solution is then made the simultaneous dropwise addition of 21 ml of a 40% solution of sodium hydrogen sulfite and a diazonium salt solution which has been cooled to -10° C. and obtained by the dropwise addition, with cooling, of 6.9 g of sodium nitrite in 10 ml of water, to a suspension of 50 ml of... The reactants are [O-]S(=O)(=S)[O-].[Na+].[Na+] (Na2S2O3), [H-].[Na+] (NaH), C(C1=CC=CC=C1)OC=1C=CC(=NC1)NC1=NC=CC=C1 ((5-Benzyloxy-pyridin-2-yl)-pyridin-2-yl-amine), BrCCCCCCC(=O)OCC (ethyl 7-bromoheptanoate). The solvent is CCOC(=O)C (EtOAc), CN(C)C=O (DMF). Run at time 10 minute. Yields the product C(C)OC(CCCCCCN(C1=NC=CC=C1)C1=NC=C(C=C1)OCC1=CC=CC=C1)=O (7-[(5-Benzyloxy-pyridin-2-yl)-pyridin-2-yl-amino]heptanoic acid ethyl ester). Isolated yield 56.4%. As a reaction SMILES: [H-].[Na+].[CH2:3]([O:10][C:11]1[CH:12]=[CH:13][C:14]([NH:17][C:18]2[CH:23]=[CH:22][CH:21]=[CH:20][N:19]=2)=[N:15][CH:16]=1)[C:4]1[CH:9]=[CH:8][CH:7]=[CH:6][CH:5]=1.Br[CH2:25][CH2:26][CH2:27][CH2:28][CH2:29][CH2:30][C:31]([O:33][CH2:34][CH3:35])=[O:32].[O-]S([O-])(=S)=O.[Na+].[Na+]>CN(C=O)C.CCOC(C)=O>[CH2:34]([O:33][C:31](=[O:32])[CH2:30][CH2:29][CH2:28][CH2:27][CH2:26][CH2:25][N:17]([C:14]1[CH:13]=[CH:12][C:11]([O:10][CH2:3][C:4]2[CH:5]=[CH:6][CH:7]=[CH:8][CH:9]=2)=[CH:16][N:15]=1)[C:18]1[CH:23]=[CH:22][CH:21]=[CH:20][N:19]=1)[CH3:35] |f:0.1,4.5.6|. Reported procedure: NaH (48 mg, 1.26 6 mmol) was added to II (350 mg, 1.26 mmol) in DMF (6 mL) at rt. After 10 min, KI (314 mg, 1.89 mmol) and ethyl 7-bromoheptanoate (0.370 mL, 1.89 mmol) were added. The reaction mixture was stirred at 90° C. for 18 h30 after which 0.1 M Na2S2O3 (50 mL) and EtOAc (50 mL) were added, the phases were separated and the aqueous extracted with EtOAc (2×25 mL). The organic phases were combined then dried over MgSO4, filtered, and subsequently evaporated under reduced pressure. The resul...